Dataset: the Open Reaction Database (ORD), a public repository of structured organic reaction records. Task: describe an organic reaction: reactants, conditions, products, and yield Starting materials: N[C@H]([C@H](C(O)C=1OC=CC1)O)CC1CCCCC1 ((1RS,2R,3S)-3-amino-4-cyclohexyl-1-(2-furyl)-1,2-butanediol), C(C)(C)(C)S(=O)(=O)C[C@H](C(=O)N[C@@H](CC1=CN=CN1C1=C(C=C(C=C1)[N+](=O)[O-])[N+](=O)[O-])C(=O)O)CC1=CC=CC=C1 (N-[(S)-α-[(t-butylsulphonyl)methyl]hydrocinnamoyl]-3-(2,4-dinitrophenyl)-L-histidine). The product is C(C)(C)(C)S(=O)(=O)C[C@H](C(=O)N[C@H](C(=O)N[C@H]([C@H](C(C=1OC=CC1)O)O)CC1CCCCC1)CC=1N=CNC1)CC1=CC=CC=C1 ((S)-α-[(S)-α-[(t-butylsulphonyl)methyl]hydrocinnamamido]-N-[(1S,2R,3RS)-1-(cyclohexylmethyl)-2,3-dihydroxy-3-(2-furyl)propyl]imidazole-4-propionamide). RXN SMILES: [NH2:1][C@@H:2]([CH2:12][CH:13]1[CH2:18][CH2:17][CH2:16][CH2:15][CH2:14]1)[C@@H:3]([OH:11])[CH:4]([C:6]1[O:7][CH:8]=[CH:9][CH:10]=1)[OH:5].[C:19]([S:23]([CH2:26][C@@H:27]([CH2:53][C:54]1[CH:59]=[CH:58][CH:57]=[CH:56][CH:55]=1)[C:28]([NH:30][C@H:31]([C:50](O)=[O:51])[CH2:32][C:33]1[N:37](C2C=CC([N+]([O-])=O)=CC=2[N+]([O-])=O)[CH:36]=[N:35][CH:34]=1)=[O:29])(=[O:25])=[O:24])([CH3:22])([CH3:21])[CH3:20]>>[C:19]([S:23]([CH2:26][C@@H:27]([CH2:53][C:54]1[CH:55]=[CH:56][CH:57]=[CH:58][CH:59]=1)[C:28]([NH:30][C@@H:31]([CH2:32][C:33]1[N:37]=[CH:36][NH:35][CH:34]=1)[C:50]([NH:1][C@@H:2]([CH2:12][CH:13]1[CH2:18][CH2:17][CH2:16][CH2:15][CH2:14]1)[C@@H:3]([OH:11])[CH:4]([OH:5])[C:6]1[O:7][CH:8]=[CH:9][CH:10]=1)=[O:51])=[O:29])(=[O:25])=[O:24])([CH3:22])([CH3:20])[CH3:21]. Procedure: In an analogous manner to that described in Example 13, by reacting (1RS,2R,3S)-3-amino-4-cyclohexyl-1-(2-furyl)-1,2-butanediol with N-[(S)-α-[(t-butylsulphonyl)methyl]hydrocinnamoyl]-3-(2,4-dinitrophenyl)-L-histidine there was obtained (S)-α-[(S)-α-[(t-butylsulphonyl)methyl]hydrocinnamamido]-N-[(1S,2R,3RS)-1-(cyclohexylmethyl)-2,3-dihydroxy-3-(2-furyl)propyl]imidazole-4-propionamide (1:1 mixture of epimers) as a pale yellow solid, MS: 657 (M+H)+. The more polar epimer (S)-α-[(S)-α-[(t-butylsulp... Reactants: CC(C)(C)[Si](C)(C)OCC1CN2CCOCC2CN1Cc1ccccc1, CO, Cl. Yields the product OCC1CN2CCOCC2CN1Cc1ccccc1. RXN SMILES: [CH3:1][C:2]([Si:3]([CH3:4])([CH3:5])[O:6][CH2:7][CH:8]1[N:9]([CH2:18][c:19]2[cH:20][cH:21][cH:22][cH:23][cH:24]2)[CH2:10][CH:11]2[CH2:12][O:13][CH2:14][CH2:15][N:16]2[CH2:17]1)([CH3:25])[CH3:26].[CH3:28][OH:29].[ClH:27]>>[OH:6][CH2:7][CH:8]1[N:9]([CH2:18][c:19]2[cH:20][cH:21][cH:22][cH:23][cH:24]2)[CH2:10][CH:11]2[CH2:12][O:13][CH2:14][CH2:15][N:16]2[CH2:17]1.